Dataset: the Open Reaction Database (ORD), a public repository of structured organic reaction records. Task: describe an organic reaction: reactants, conditions, products, and yield Reactants: CC(=O)O, CO, Clc1ccc2nccn2n1, [Na+], O=C([O-])O, C1COCCO1, O, CC(c1ccc(B2OC(C)(C)C(C)(C)O2)cc1)N1CCC(CC(C)(C)O)(c2ccccc2)OC1=O. Product: CC(c1ccc(-c2ccc3nccn3n2)cc1)N1CCC(CC(C)(C)O)(c2ccccc2)OC1=O. RXN SMILES: [C:52]([OH:53])(=[O:54])[CH3:55].[CH3:56][OH:57].[Cl:36][c:37]1[cH:38][cH:39][c:40]2[n:41]([n:42]1)[cH:43][cH:44][n:45]2.[Na+:50].[O-:46][C:47]([OH:48])=[O:49].[O:58]1[CH2:59][CH2:60][O:61][CH2:62][CH2:63]1.[OH2:51].[OH:1][C:2]([CH2:3][C:4]1([c:28]2[cH:29][cH:30][cH:31][cH:32][cH:33]2)[CH2:5][CH2:6][N:7]([CH:11]([CH3:12])[c:13]2[cH:14][cH:15][c:16]([B:19]3[O:20][C:21]([CH3:22])([CH3:23])[C:24]([CH3:25])([CH3:26])[O:27]3)[cH:17][cH:18]2)[C:8](=[O:10])[O:9]1)([CH3:34])[CH3:35]>>[OH:1][C:2]([CH2:3][C:4]1([c:28]2[cH:29][cH:30][cH:31][cH:32][cH:33]2)[CH2:5][CH2:6][N:7]([CH:11]([CH3:12])[c:13]2[cH:14][cH:15][c:16](-[c:37]3[cH:38][cH:39][c:40]4[n:41]([n:42]3)[cH:43][cH:44][n:45]4)[cH:17][cH:18]2)[C:8](=[O:10])[O:9]1)([CH3:34])[CH3:35]. Reactants: CN(C)C=O, Oc1cc(Cl)cc(Cl)c1, [H-], NOc1ccc([N+](=O)[O-])cc1[N+](=O)[O-], [Na+]. Yields the product NOc1cc(Cl)cc(Cl)c1. As a reaction SMILES: [CH3:26][N:27]([CH3:28])[CH:29]=[O:30].[Cl:3][c:4]1[cH:5][c:6]([OH:11])[cH:7][c:8]([Cl:10])[cH:9]1.[H-:1].[N+:12]([c:13]1[cH:14][c:15]([N+:16]([O-:17])=[O:18])[cH:19][cH:20][c:21]1[O:22][NH2:23])([O-:24])=[O:25].[Na+:2]>>[Cl:3][c:4]1[cH:5][c:6]([O:11][NH2:12])[cH:7][c:8]([Cl:10])[cH:9]1. Conditions: time 17 hour. Product: C(CCC)OC1=CC=C(C=O)C=C1 (4-Butoxy-benzaldehyde). Procedure details: 4-Hydroxybenzaldehyde (3 g, 24.6 mmol) and potassium carbonate (10.2 g, 73.8 mmol) were suspended in N,N-dimethylformamide (60 mL). 1-Bromobutane (3.17 mL, 29.5 mmol) was added to this suspension, and stirred for 17 hours at room temperature. The mixture was partitioned into ethyl acetate and water. The organic layer was separated, washed with water, dried over anhydrous magnesium sulfate, and filtered. The filtrate was concentrated under a reduced pressure to obtain the title compound (4.72 g). Yield: 107.7%. Run in CN(C=O)C (N,N-dimethylformamide). The reactants are OC1=CC=C(C=O)C=C1 (4-Hydroxybenzaldehyde), C([O-])([O-])=O.[K+].[K+] (potassium carbonate), BrCCCC (1-Bromobutane). As a reaction SMILES: [OH:1][C:2]1[CH:9]=[CH:8][C:5]([CH:6]=[O:7])=[CH:4][CH:3]=1.C(=O)([O-])[O-].[K+].[K+].Br[CH2:17][CH2:18][CH2:19][CH3:20]>CN(C)C=O>[CH2:17]([O:1][C:2]1[CH:9]=[CH:8][C:5]([CH:6]=[O:7])=[CH:4][CH:3]=1)[CH2:18][CH2:19][CH3:20] |f:1.2.3|. The reactants are IC1=CC=C(C(=O)O)C=C1 (4-iodobenzoic acid), solution, Cl (HCl), C(C)O (ethyl alcohol), C(C)O (ethyl alcohol). The product is IC1=CC=C(C(=O)OCC)C=C1 (ethyl 4-iodobenzoate). RXN SMILES: [I:1][C:2]1[CH:10]=[CH:9][C:5]([C:6]([OH:8])=[O:7])=[CH:4][CH:3]=1.Cl.[CH2:12](O)[CH3:13]>>[I:1][C:2]1[CH:10]=[CH:9][C:5]([C:6]([O:8][CH2:12][CH3:13])=[O:7])=[CH:4][CH:3]=1. Reported procedure: A mixture of 4-iodobenzoic acid, 25 ml ethyl alcohol and 20 ml solution of dry HCl in ethyl alcohol was refluxed for 2 hours. The solid was dissolved after 1 hour of boiling. The reaction solution was cooled to room temperature and evaporated under vacuum to a volume of 10 ml. A lower organic layer formed with the chemical conversion of the acid to the ester. The resulting mixture was cooled in an ice bath. To this mixture 80 ml of diethyl ether, dry sodium hydrogen carbonate (1 gram) and 50 gra...